From a dataset of the Open Reaction Database (ORD), a public repository of structured organic reaction records. describe an organic reaction: reactants, conditions, products, and yield The reactants are ClC(C(=O)N1C(O[C@@H]([C@H]1CF)C1=CC=C(C=C1)C=1C=NC(=CC1)CCl)(C)C)Cl (2,2-dichloro-1-((4S,5R)-5-(4-(6-(chloromethyl)pyridin-3-yl)phenyl)-4 (fluoromethyl)-2,2-dimethyloxazolidin-3-yl)ethanone), CS(=O)[O-].[Na+] (sodium methanesulfinate). Run in CN(C=O)C (dimethylformamide). Run at time 3 hour. Product: ClC(C(=O)N[C@@H]([C@@H](C1=CC=C(C=C1)C=1C=NC(=CC1)CS(=O)(=O)C)O)CF)Cl (2,2-dichloro-N-((1R,2S)-3-fluoro-1-hydroxy-1-(4-(6-((methylsulfonyl)methyl)pyridin-3-yl)phenyl)propan-2-yl)acetamide). The yield is 34.4%. As a reaction SMILES: [Cl:1][CH:2]([Cl:28])[C:3]([N:5]1[C@H:9]([CH2:10][F:11])[C@@H:8]([C:12]2[CH:17]=[CH:16][C:15]([C:18]3[CH:19]=[N:20][C:21]([CH2:24]Cl)=[CH:22][CH:23]=3)=[CH:14][CH:13]=2)[O:7]C1(C)C)=[O:4].[CH3:29][S:30]([O-:32])=[O:31].[Na+]>CN(C)C=O>[Cl:1][CH:2]([Cl:28])[C:3]([NH:5][C@H:9]([CH2:10][F:11])[C@H:8]([OH:7])[C:12]1[CH:17]=[CH:16][C:15]([C:18]2[CH:19]=[N:20][C:21]([CH2:24][S:30]([CH3:29])(=[O:32])=[O:31])=[CH:22][CH:23]=2)=[CH:14][CH:13]=1)=[O:4] |f:1.2|. Procedure: The product of step 2 (50 mg, 0.11 mmol) and sodium methanesulfinate (23 mg, 0.22 mmol) in dimethylformamide (1 mL) is heated at 60° C. for 1 hour. The solvent is removed under reduced pressure and DCM (1 mL) is added, followed by trifluoroacetic acid (0.25 mL). The reaction mixture is stirred at room temperature for 3 hours. The reaction mixture is diluted with toluene (5 mL) then the solvent removed under reduced pressure. The crude material is purified using HPLC (5 to 95 acetonitrile/water) ...